From a dataset of the Open Reaction Database (ORD), a public repository of structured organic reaction records. describe an organic reaction: reactants, conditions, products, and yield The reactants are C(C)OC(CN(CCCC1=NC2=NC=CC=C2C=C1)C(=O)OC(C)(C)C)=O ([Tert-butoxycarbonyl-(3-[1,8]naphthyridin-2-yl-propyl)-amino]-acetic acid ethyl ester), [H][H] (hydrogen). Reagents/catalysts: [Pt]=O (platinum oxide). Run in C(C)O (ethanol). Yields the product C(C)OC(CN(CCCC1=NC=2NCCCC2C=C1)C(=O)OC(C)(C)C)=O ({Tert-butoxycarbonyl-[3-(5,6,7,8-tetrahydro-[1,8]naphthyridin-2-yl)- propyl]-amino}-acetic acid ethyl ester). Reaction SMILES: [CH2:1]([O:3][C:4](=[O:27])[CH2:5][N:6]([C:20]([O:22][C:23]([CH3:26])([CH3:25])[CH3:24])=[O:21])[CH2:7][CH2:8][CH2:9][C:10]1[CH:19]=[CH:18][C:17]2[C:12](=[N:13][CH:14]=[CH:15][CH:16]=2)[N:11]=1)[CH3:2].[H][H]>[Pt]=O.C(O)C>[CH2:1]([O:3][C:4](=[O:27])[CH2:5][N:6]([C:20]([O:22][C:23]([CH3:26])([CH3:25])[CH3:24])=[O:21])[CH2:7][CH2:8][CH2:9][C:10]1[CH:19]=[CH:18][C:17]2[CH2:16][CH2:15][CH2:14][NH:13][C:12]=2[N:11]=1)[CH3:2]. Reported procedure: A solution of 2-7 (24.3 g, 65.1 mmol), platinum oxide (4 g) and ethanol (130 mL) was stirred under a balloon of hydrogen gas for 6 h. Following filtration and evaporation, the residue was chromatographed (silica gel, ethyl acetate) to give 2-8 as a yellow oil. TLC Rf =0.35 (silica, 70:25:5 chloroform/ethyl acetate/methanol) 1H NMR (300 MHz, CDCl3) δ 7.05 (d, 1H, J=6 Hz), 6.37 (m, 1H), 4.74 (brs, 1H), 4.18 (q, 2H, J=7 Hz), 3.9 (2s, 2H), 3.32 (m, 4H), 2.63 (m, 2H), 2.51 (m, 2H), 2.72 (m, 4H), 1.43... Reactants: C(C)(=O)C=1C(=NC=NC1)C (5-acetyl-4-methylpyrimidine), C1=CC=CC=C1 (benzene), C(C)(C)(C)OC(N(C)C)N(C)C (tert-butoxy-bis(dimethylamino)methane). Solvent: CN(C)C=O (DMF). Run at time 8 hour. Product: CN(C=CC(=O)C=1C(=NC=NC1)C)C (3-dimethylamino-1-(4-methylpyrimidin-5-yl)-2-propen-1-one). Yield: 98.2%. RXN SMILES: [C:1]([C:4]1[C:5]([CH3:10])=[N:6][CH:7]=[N:8][CH:9]=1)(=[O:3])[CH3:2].C1C=CC=CC=1.C(O[CH:22](N(C)C)[N:23]([CH3:25])[CH3:24])(C)(C)C>CN(C=O)C>[CH3:22][N:23]([CH3:25])[CH:24]=[CH:2][C:1]([C:4]1[C:5]([CH3:10])=[N:6][CH:7]=[N:8][CH:9]=1)=[O:3]. Reported procedure: To a solution of 28.2 g of 5-acetyl-4-methylpyrimidine in 250 ml of a chilled 1:1 mixture of benzene and DMF was added 33.6 g of tert-butoxy-bis(dimethylamino)methane dropwise. The solution was stirred overnight at room temperature. The solvents were evaporated in vacuo to yield 36.2 g of 3-dimethylamino-1-(4-methylpyrimidin-5-yl)-2-propen-1-one as a brick-red solid.